From a dataset of the Open Reaction Database (ORD), a public repository of structured organic reaction records. describe an organic reaction: reactants, conditions, products, and yield Starting materials: COC(CCCOC1=CC=CC(=C1)N)=O (Methyl4-(5-aminophenoxy)butyrate), COC(C(C)C1=CC(=C(C=C1)[N+](=O)[O-])OCC1=CC=CC=C1)=O (methyl-2-(3-benzyloxy-4-nitrophenyl)propionate). Yields the product methyl ester, N(C1=CC=CC=C1)C=1OC2=C(N1)C=CC(=C2)C(C)C(=O)NC2=CC(=CC=C2)OCCCC(=O)O (2-anilino-6-(1-(3-[3-carboxypropoxy]anilino carbonyl)ethyl)benzoxazole). RXN SMILES: C[O:2][C:3](=[O:15])[CH2:4][CH2:5][CH2:6][O:7][C:8]1[CH:13]=[C:12]([NH2:14])[CH:11]=[CH:10][CH:9]=1.CO[C:18](=[O:38])[CH:19]([C:21]1[CH:26]=[CH:25][C:24]([N+:27]([O-])=O)=[C:23]([O:30][CH2:31]C2C=CC=CC=2)[CH:22]=1)[CH3:20]>>[NH:14]([C:31]1[O:30][C:23]2[CH:22]=[C:21]([CH:19]([C:18]([NH:14][C:12]3[CH:11]=[CH:10][CH:9]=[C:8]([O:7][CH2:6][CH2:5][CH2:4][C:3]([OH:2])=[O:15])[CH:13]=3)=[O:38])[CH3:20])[CH:26]=[CH:25][C:24]=2[N:27]=1)[C:12]1[CH:13]=[CH:8][CH:9]=[CH:10][CH:11]=1. Procedure details: Methyl4-(5-aminophenoxy)butyrate was made as described in example 7 above and coupled with methyl-2-(3-benzyloxy-4-nitrophenyl)propionate according to the method described in example 7 to produce the methyl ester of 2-anilino-6-(1-(3-[3-carboxypropoxy]anilino carbonyl)ethyl)benzoxazole. Reactants: COP(OC)(=O)CNS(=O)(=O)C=1SC=CC1 ([(2-Thiophenesulfonylamino)methyl]phosphonic acid dimethyl ester), [OH-].[Na+] (sodium hydroxide). The product is [Na+].COP([O-])(=O)CNS(=O)(=O)C=1SC=CC1 ([(2-Thiophenesulfonylamino)methyl]-phosphonic acid mono-methyl ester sodium salt). Reaction SMILES: [CH3:1][O:2][P:3]([CH2:7][NH:8][S:9]([C:12]1[S:13][CH:14]=[CH:15][CH:16]=1)(=[O:11])=[O:10])(=[O:6])[O:4]C.[OH-].[Na+:18]>>[Na+:18].[CH3:1][O:2][P:3]([CH2:7][NH:8][S:9]([C:12]1[S:13][CH:14]=[CH:15][CH:16]=1)(=[O:11])=[O:10])(=[O:4])[O-:6] |f:1.2,3.4|. Procedure: The diester (vii) was treated with sodium hydroxide according to the procedure described in Example 46, step 5, to produce the title compound: 1H NMR (300 MHz, CD3OD) δH 7.65 (dd, J=4.8, 1.2 Hz, 1H), 7.62 (dd, J=3.6, 1.2 Hz, 1H), 7.15 (dd, J=4.8, 3.6 Hz, 1H), 3.55 (d, J=9.3 Hz, 3H), 3.04 (d, J=13.8 Hz, 2H); 31P NMR: (121 MHz, CD3OD) δP 17.60; 13C NMR (75 MHz, CD3OD) δC 141.77, 132.98, 132.90, 128.43, 52.02, 40.11, (d, J=147.2 Hz). Reactants: C(C)(=O)OCC1=C(C2=C(C(C=C(O2)C2=CC(=C(C=C2)NC(CCl)=O)F)=O)C(=C1F)N)F (7-(acetoxymethyl)-5-amino-2-[4-(chloroacetamido)-3-fluorophenyl]-6,8-difluoro-4H-1-benzopyran-4-one), Cl.CNC (dimethylamine hydrochloride), C(C)(C)N(CC)C(C)C (diisopropylethylamine), O (Water). Solvent: CN(C=O)C (dimethylformamide). Run at time 2 hour. Product: C(C)(=O)OCC1=C(C2=C(C(C=C(O2)C2=CC(=C(C=C2)NC(CN(C)C)=O)F)=O)C(=C1F)N)F (7-(acetoxymethyl)-5-amino-6,8-difluoro-2-[4-(dimethylamino) acetamido-3-fluorophenyl]-4H-1-benzopyran-4-one). Yield: 95.7%. RXN SMILES: [C:1]([O:4][CH2:5][C:6]1[C:28]([F:29])=[C:27]([NH2:30])[C:9]2[C:10](=[O:26])[CH:11]=[C:12]([C:14]3[CH:19]=[CH:18][C:17]([NH:20][C:21](=[O:24])[CH2:22]Cl)=[C:16]([F:25])[CH:15]=3)[O:13][C:8]=2[C:7]=1[F:31])(=[O:3])[CH3:2].Cl.[CH3:33][NH:34][CH3:35].C(N(C(C)C)CC)(C)C.O>CN(C)C=O>[C:1]([O:4][CH2:5][C:6]1[C:28]([F:29])=[C:27]([NH2:30])[C:9]2[C:10](=[O:26])[CH:11]=[C:12]([C:14]3[CH:19]=[CH:18][C:17]([NH:20][C:21](=[O:24])[CH2:22][N:34]([CH3:35])[CH3:33])=[C:16]([F:25])[CH:15]=3)[O:13][C:8]=2[C:7]=1[F:31])(=[O:3])[CH3:2] |f:1.2|. Reported procedure: To a solution of 7-(acetoxymethyl)-5-amino-2-[4-(chloroacetamido)-3-fluorophenyl]-6,8-difluoro-4H-1-benzopyran-4-one (2.02 g, 4.44 mmol) in dimethylformamide (50 mL) were added dimethylamine hydrochloride (1.81 g, 22.2 mmol) and diisopropylethylamine (3.90 mL, 22.4 mmol), and the mixture was stirred at room temperature for 2 hours. Water was added thereto, and the crystals precipitated were collected by filtration to afford compound 1f (1.97 g, 96%). The reactants are C1(=CC=CC=C1)C=1NC(=CN1)C(F)(F)F (2-phenyl-5-(trifluoromethyl)-1H-imidazole), [OH-].[Na+] (NaOH), O (water), O (water). Run at temperature 95 celsius, time 8 hour. Product: C1(=CC=CC=C1)C=1NC(=CN1)C(=O)O (2-phenyl-1H-imidazole-5-carboxylic acid). As a reaction SMILES: [C:1]1([C:7]2[NH:8][C:9]([C:12](F)(F)F)=[CH:10][N:11]=2)[CH:6]=[CH:5][CH:4]=[CH:3][CH:2]=1.[OH-:16].[Na+].[OH2:18]>>[C:1]1([C:7]2[NH:8][C:9]([C:12]([OH:18])=[O:16])=[CH:10][N:11]=2)[CH:6]=[CH:5][CH:4]=[CH:3][CH:2]=1 |f:1.2|. Procedure details: A mixture of 2-phenyl-5-(trifluoromethyl)-1H-imidazole (47.1 mmol) and NaOH (63.8 mmol) in water (20 mL) was allowed to stir at 95° C. overnight. The reaction mixture was allowed to cool to rt and was diluted with water and extracted with DCM. The pH of the aqueous solution was adjusted to pH=7 with 1N HCl and the solution was extracted again with DCM. The aqueous solution was concentrated to give 2-phenyl-1H-imidazole-5-carboxylic acid as a white solid which was used without further purificatio... Starting materials: CC1(C=2C=C3C=CC(=CC3=CC2C(CC1)(C)C)B(O)O)C (5,6,7,8-tetrahydro-5,5,8,8-tetramethyl-2-anthrylboronic acid), CC=1C=C(C(=O)OC)C=CC1I (methyl 3-methyl-4-iodobenzoate). Product: CC=1C=C(C(=O)OC)C=CC1C1=CC2=CC=3C(CCC(C3C=C2C=C1)(C)C)(C)C (methyl 3-methyl-4-(5,6,7,8-tetrahydro-5,5,8,8-tetramethyl-2-anthryl)benzoate). Yield: 52.9%. Reaction SMILES: [CH3:1][C:2]1([CH3:21])[CH2:15][CH2:14][C:13]([CH3:17])([CH3:16])[C:12]2[CH:11]=[C:10]3[C:5]([CH:6]=[CH:7][C:8](B(O)O)=[CH:9]3)=[CH:4][C:3]1=2.[CH3:22][C:23]1[CH:24]=[C:25]([CH:30]=[CH:31][C:32]=1I)[C:26]([O:28][CH3:29])=[O:27]>>[CH3:22][C:23]1[CH:24]=[C:25]([CH:30]=[CH:31][C:32]=1[C:8]1[CH:7]=[CH:6][C:5]2[C:10](=[CH:11][C:12]3[C:13]([CH3:17])([CH3:16])[CH2:14][CH2:15][C:2]([CH3:21])([CH3:1])[C:3]=3[CH:4]=2)[CH:9]=1)[C:26]([O:28][CH3:29])=[O:27]. Procedure details: Following the basic procedure of Example 7(f), by reacting 2.8 g (10 mmol) of 5,6,7,8-tetrahydro-5,5,8,8-tetramethyl-2-anthrylboronic acid with 1.84 g (6.7 mmol) of methyl 3-methyl-4-iodobenzoate, 1.37 g (53%) of methyl 3-methyl-4-(5,6,7,8-tetrahydro-5,5,8,8-tetramethyl-2-anthryl)benzoate was obtained in the form of a yellow oil. Reactants: O=C([O-])[O-], CCOC(C)=O, C1CSCCN1, CCCCCC, CC(C)O, Clc1nc(NC2CC2)nc(C2CC2)n1, [K+], [K+]. Yields the product C1CN(c2nc(NC3CC3)nc(C3CC3)n2)CCS1. As a reaction SMILES: [C:21](=[O:22])([O-:23])[O-:24].[C:33]([O:34][CH2:35][CH3:36])(=[O:37])[CH3:38].[CH2:15]1[CH2:16][S:17][CH2:18][CH2:19][NH:20]1.[CH3:27][CH2:28][CH2:29][CH2:30][CH2:31][CH3:32].[CH:39]([OH:40])([CH3:41])[CH3:42].[Cl:1][c:2]1[n:3][c:4]([NH:11][CH:12]2[CH2:13][CH2:14]2)[n:5][c:6]([CH:8]2[CH2:9][CH2:10]2)[n:7]1.[K+:25].[K+:26]>>[c:2]1([N:20]2[CH2:15][CH2:16][S:17][CH2:18][CH2:19]2)[n:3][c:4]([NH:11][CH:12]2[CH2:13][CH2:14]2)[n:5][c:6]([CH:8]2[CH2:9][CH2:10]2)[n:7]1. Starting materials: O=C(O)Cc1cc(F)cc(F)c1, CC(N)C(=O)C1(N)N=C(c2ccccc2)c2cc([N+](=O)[O-])ccc2N(C)C1=O. Yields the product CC(NC(=O)Cc1cc(F)cc(F)c1)C(=O)C1(N)N=C(c2ccccc2)c2cc([N+](=O)[O-])ccc2N(C)C1=O. RXN SMILES: [F:1][c:2]1[cH:3][c:4]([CH2:9][C:10](=[O:11])[OH:12])[cH:5][c:6]([F:8])[cH:7]1.[NH2:13][CH:14]([CH3:15])[C:16](=[O:17])[C:18]1([NH2:40])[C:19](=[O:39])[N:20]([CH3:38])[c:21]2[c:22]([cH:31][c:32]([N+:35](=[O:36])[O-:37])[cH:33][cH:34]2)[C:23]([c:25]2[cH:26][cH:27][cH:28][cH:29][cH:30]2)=[N:24]1>>[F:1][c:2]1[cH:3][c:4]([CH2:9][C:10](=[O:12])[NH:13][CH:14]([CH3:15])[C:16](=[O:17])[C:18]2([NH2:40])[C:19](=[O:39])[N:20]([CH3:38])[c:21]3[c:22]([cH:31][c:32]([N+:35](=[O:36])[O-:37])[cH:33][cH:34]3)[C:23]([c:25]3[cH:26][cH:27][cH:28][cH:29][cH:30]3)=[N:24]2)[cH:5][c:6]([F:8])[cH:7]1. Yields the product O=C(O)C1CN(Cc2ccccc2)CC1c1ccc(Cl)cc1. RXN SMILES: [CH2:1]([c:2]1[cH:3][cH:4][cH:5][cH:6][cH:7]1)[N:8]1[CH2:9][C:10]([C:20](=[O:21])[OH:22])=[C:11]([c:13]2[cH:14][cH:15][c:16]([Cl:19])[cH:17][cH:18]2)[CH2:12]1.[CH3:25][OH:26].[H:23][H:24]>>[CH2:1]([c:2]1[cH:3][cH:4][cH:5][cH:6][cH:7]1)[N:8]1[CH2:9][CH:10]([C:20](=[O:21])[OH:22])[CH:11]([c:13]2[cH:14][cH:15][c:16]([Cl:19])[cH:17][cH:18]2)[CH2:12]1. Reactants: O=C(O)C1=C(c2ccc(Cl)cc2)CN(Cc2ccccc2)C1, CO, [H][H]. The reactants are N1CCNCC1 (Piperazine), C(C)O (ethanol), FC(CCCOC1=C(C(=CC=C1)C)S(=O)(=O)[O-])(C(F)(F)F)F (4,4,5,5,5-pentafluoropentyloxytoluenesulfonate). The solvent is O (water). The product is FC(CCCN1CCNCC1)(C(F)(F)F)F (1-(4,4,5,5,5-pentafluoropentyl)piperazine). Yield: 70.7%. As a reaction SMILES: [NH:1]1[CH2:6][CH2:5][NH:4][CH2:3][CH2:2]1.C(O)C.[F:10][C:11]([F:31])([C:27]([F:30])([F:29])[F:28])[CH2:12][CH2:13][CH2:14]OC1C=CC=C(C)C=1S([O-])(=O)=O>O>[F:10][C:11]([F:31])([C:27]([F:30])([F:29])[F:28])[CH2:12][CH2:13][CH2:14][N:1]1[CH2:6][CH2:5][NH:4][CH2:3][CH2:2]1. Reported procedure: Piperazine (777 mg, 9.0 mmol) was added to ethanol solution (10 ml) of 4,4,5,5,5-pentafluoropentyloxytoluenesulfonate (600 mg, 1.81 mmol) and then heated under refluxing for 40 hours. After adding water, the reaction solution was extracted with ethyl acetate. The solvent was distilled off under reduced pressure from the extract to obtain 315 mg (yield: 100%) of the title compound.